This data is from the Open Reaction Database (ORD), a public repository of structured organic reaction records. The task is: describe an organic reaction: reactants, conditions, products, and yield Reactants: O (water), C(C1=CC=CC=C1)OC(=O)N[C@@H](C(C)C)C(=O)O (N-benzyloxycarbonyl-L-valine), C=O (paraformaldehyde). Reagents/catalysts: O.C1(=CC=C(C=C1)S(=O)(=O)O)C (p-toluenesulfonic acid monohydrate). Solvent: C1(=CC=CC=C1)C (toluene). Product: C(C1=CC=CC=C1)OC(=O)N1COC([C@@H]1C(C)C)=O ((4S)-4-Isopropyl-5-oxo-1,3-oxazolidine-3-carboxylic Acid Benzyl Ester). Isolated yield 95.0%. RXN SMILES: [CH2:1]([O:8][C:9]([NH:11][C@H:12]([C:16]([OH:18])=[O:17])[CH:13]([CH3:15])[CH3:14])=[O:10])[C:2]1[CH:7]=[CH:6][CH:5]=[CH:4][CH:3]=1.[CH2:19]=O.O>C1(C)C=CC=CC=1.O.C1(C)C=CC(S(O)(=O)=O)=CC=1>[CH2:1]([O:8][C:9]([N:11]1[C@@H:12]([CH:13]([CH3:15])[CH3:14])[C:16](=[O:18])[O:17][CH2:19]1)=[O:10])[C:2]1[CH:3]=[CH:4][CH:5]=[CH:6][CH:7]=1 |f:4.5|. Procedure: To a solution of N-benzyloxycarbonyl-L-valine (25.1 g, 0.1 mol) in toluene (500 ml) was added paraformaldehyde (4.0 g) and p-toluenesulfonic acid monohydrate (1.0 g), and the mixture was refluxed for 30 minutes, during which the generated water was removed by a Dean-stalk apparatus. The reaction solution was washed successively with 5% aqueous sodium hydrogen carbonate solution and saturate brine, dried over magnesium sulfate, and the solvent was evaporated under reduced pressure. The residue wa...